From a dataset of the Open Reaction Database (ORD), a public repository of structured organic reaction records. describe an organic reaction: reactants, conditions, products, and yield Reactants: CCOC(=O)C(C)(C)S(=O)(=O)c1ccc(S(C)(=O)=O)cc1, [Li+], C1COCCO1, [OH-], O, O, O. Yields the product CC(C)(C(=O)O)S(=O)(=O)c1ccc(S(C)(=O)=O)cc1. Reaction SMILES: [CH2:1]([CH3:2])[O:3][C:4]([C:5]([CH3:6])([CH3:7])[S:8](=[O:9])(=[O:10])[c:11]1[cH:12][cH:13][c:14]([S:17](=[O:18])(=[O:19])[CH3:20])[cH:15][cH:16]1)=[O:21].[Li+:24].[O:26]1[CH2:27][CH2:28][O:29][CH2:30][CH2:31]1.[OH-:23].[OH2:22].[OH2:25].[OH2:32]>>[O:3]=[C:4]([C:5]([CH3:6])([CH3:7])[S:8](=[O:9])(=[O:10])[c:11]1[cH:12][cH:13][c:14]([S:17](=[O:18])(=[O:19])[CH3:20])[cH:15][cH:16]1)[OH:21].